From a dataset of the Open Reaction Database (ORD), a public repository of structured organic reaction records. describe an organic reaction: reactants, conditions, products, and yield Starting materials: C(C1=CC=CC=C1)OC1=CC=CC2=C1C(N(C(CO2)=O)CCCCBr)=O (6-benzyloxy-4-(4-bromobutyl)-2,3,4,5-tetrahydro-1,4-benzoxazepine-3,5-dione), N1=C(N=CC=C1)N1CCNCC1 (1-(2-pyrimidinyl)piperazine). The solvent is O1CCOCC1 (dioxane). The product is C(C1=CC=CC=C1)OC1=CC=CC2=C1C(N(C(CO2)=O)CCCCN2CCN(CC2)C2=NC=CC=N2)=O (6-benzyloxy-4-(4-(4-(2-pyrimidinyl)piperazinyl)butyl)-2,3,4,5-tetrahydro -1,4-benzoxazepine-3,5-dione). The yield is 79.0%. Reaction SMILES: [CH2:1]([O:8][C:9]1[C:14]2[C:15](=[O:26])[N:16]([CH2:21][CH2:22][CH2:23][CH2:24]Br)[C:17](=[O:20])[CH2:18][O:19][C:13]=2[CH:12]=[CH:11][CH:10]=1)[C:2]1[CH:7]=[CH:6][CH:5]=[CH:4][CH:3]=1.[N:27]1[CH:32]=[CH:31][CH:30]=[N:29][C:28]=1[N:33]1[CH2:38][CH2:37][NH:36][CH2:35][CH2:34]1>O1CCOCC1>[CH2:1]([O:8][C:9]1[C:14]2[C:15](=[O:26])[N:16]([CH2:21][CH2:22][CH2:23][CH2:24][N:36]3[CH2:37][CH2:38][N:33]([C:28]4[N:27]=[CH:32][CH:31]=[CH:30][N:29]=4)[CH2:34][CH2:35]3)[C:17](=[O:20])[CH2:18][O:19][C:13]=2[CH:12]=[CH:11][CH:10]=1)[C:2]1[CH:7]=[CH:6][CH:5]=[CH:4][CH:3]=1. Reported procedure: A 202 mg amount of the compound of Example 13 was dissolved in 20 ml of dioxane, and 242 mg (3 equivalents) of 1-(2-pyrimidinyl)piperazine was added, followed by heating under reflux for 7 hours. The reaction treatment and purification were conducted as in Example 75, to give 195 mg of the desired compound (yield 79%). The maleic acid salt was obtained in a conventional manner. Starting materials: ClCC(=O)Cl (Chloroacetylchloride), C(C)NCCO (N-ethylethanolamine), C([O-])([O-])=O.[Na+].[Na+] (sodium carbonate). Run in C(C)#N (acetonitrile), C(C)#N (acetonitrile). Run at temperature 0 celsius, time 2 hour. The product is ClCC(=O)N(CCO)CC (N-chloroacetyl-N-ethyl-ethanolamine). Yield: 85.0%. Reaction SMILES: [Cl:1][CH2:2][C:3](Cl)=[O:4].[CH2:6]([NH:8][CH2:9][CH2:10][OH:11])[CH3:7].C(=O)([O-])[O-].[Na+].[Na+]>C(#N)C>[Cl:1][CH2:2][C:3]([N:8]([CH2:6][CH3:7])[CH2:9][CH2:10][OH:11])=[O:4] |f:2.3.4|. Procedure: Chloroacetylchloride (97 g., 1 mole) in dry acetonitrile (100 ml) was added dropwise to a cold (0° C.) solution of N-ethylethanolamine (89 g., 1 mole) in acetonitrile (150 ml) and anhydrous sodium carbonate (119 g., 1.1 mole). The mixture was mechanically stirred for two hours at 0° C. and then for 14 hours at room temperature, filtered, evaporated to dryness at 40° C. and the residue was dissolved in chloroform. The resulting solution was mixed with 1N hydrochloric acid, followed by mixing with...